From a dataset of the Open Reaction Database (ORD), a public repository of structured organic reaction records. describe an organic reaction: reactants, conditions, products, and yield Reactants: CC(C(=O)O)=CCCC(=CCCC(=CCCC(=CCCC(C)=O)C)C)C (2,6,10,14-tetramethyl-18-oxo-2,6,10,14-nonadecatetraenoic acid), N1CCCCC1 (piperidine). The product is CC(C(=O)N1CCCCC1)=CCCC(=CCCC(=CCCC(=CCCC(C)=O)C)C)C (N-(2,6,10,14-tetramethyl-18-oxo-2,6,10,14-nonadecatetraenoyl)piperidine). RXN SMILES: [CH3:1][C:2](=[CH:6][CH2:7][CH2:8][C:9]([CH3:26])=[CH:10][CH2:11][CH2:12][C:13]([CH3:25])=[CH:14][CH2:15][CH2:16][C:17]([CH3:24])=[CH:18][CH2:19][CH2:20][C:21](=[O:23])[CH3:22])[C:3]([OH:5])=O.[NH:27]1[CH2:32][CH2:31][CH2:30][CH2:29][CH2:28]1>>[CH3:1][C:2](=[CH:6][CH2:7][CH2:8][C:9]([CH3:26])=[CH:10][CH2:11][CH2:12][C:13]([CH3:25])=[CH:14][CH2:15][CH2:16][C:17]([CH3:24])=[CH:18][CH2:19][CH2:20][C:21](=[O:23])[CH3:22])[C:3]([N:27]1[CH2:32][CH2:31][CH2:30][CH2:29][CH2:28]1)=[O:5]. Procedure: Starting materials: 2,6,10,14-tetramethyl-18-oxo-2,6,10,14-nonadecatetraenoic acid and piperidine. The reactants are [Cl-], O=C(O)C1(Cl)CC1, Nc1ccc(C2=NNC(=O)CC2)cc1, C1CCOC1. Product: O=C1CCC(c2ccc(NC(=O)C3(Cl)CC3)cc2)=NN1. As a reaction SMILES: [Cl-:1].[Cl:2][C:3]1([C:6](=[O:7])[OH:8])[CH2:4][CH2:5]1.[NH2:9][c:10]1[cH:11][cH:12][c:13]([C:16]2=[N:21][NH:20][C:19](=[O:22])[CH2:18][CH2:17]2)[cH:14][cH:15]1.[O:23]1[CH2:24][CH2:25][CH2:26][CH2:27]1>>[Cl:2][C:3]1([C:6](=[O:8])[NH:9][c:10]2[cH:11][cH:12][c:13]([C:16]3=[N:21][NH:20][C:19](=[O:22])[CH2:18][CH2:17]3)[cH:14][cH:15]2)[CH2:4][CH2:5]1. Starting materials: C1(=COC=2C1=C1C=CCOC1=CC2)CC#N (2-(7H-Furo[3,2-f]chromen-1-yl]acetonitrile), [H][H] (hydrogen). Reagents/catalysts: [Ni] (Nickel). Run in C(C)O (ethanol), N (ammonia). The product is C1(=COC=2C1=C1CCCOC1=CC2)CCN (2-(8,9-Dihydro-7H-furo[3,2-f]chromen-1-yl)ethylamine). Reaction SMILES: [C:1]1([CH2:14][C:15]#[N:16])[C:5]2=[C:6]3[C:11](=[CH:12][CH:13]=[C:4]2[O:3][CH:2]=1)[O:10][CH2:9][CH:8]=[CH:7]3.[H][H]>C(O)C.N.[Ni]>[C:1]1([CH2:14][CH2:15][NH2:16])[C:5]2=[C:6]3[C:11](=[CH:12][CH:13]=[C:4]2[O:3][CH:2]=1)[O:10][CH2:9][CH2:8][CH2:7]3. Reported procedure: 1.4 mmol of compound obtained in stage E are dissolved in 30 ml of ethanol saturated with ammonia, in the presence of 400 mg of Nickel (Raney). The reaction mixture is stirred at 50° C. under 50 atm of hydrogen during 5 hours. After cooling and filtration of the catalyst, the filtrate is concentrated, dissolved in a mixture of ether/water and extracted. The organic layer is dried over magnesium sulfate and concentrated to yield the title product. The reactants are CC(=O)[O-], CC(=O)[O-], ClCCl, Cl, [Cu+2], Cc1c(N)cn2ncc(C#N)c(Nc3ccc(Oc4ccccc4)cc3)c12, OB(O)c1ccccc1. The product is Cc1c(Nc2ccccc2)cn2ncc(C#N)c(Nc3ccc(Oc4ccccc4)cc3)c12. RXN SMILES: [C:41]([O-:42])(=[O:43])[CH3:44].[C:46]([O-:47])(=[O:48])[CH3:49].[Cl:38][CH2:39][Cl:40].[ClH:1].[Cu+2:45].[NH2:2][c:3]1[c:4]([CH3:28])[c:5]2[n:6]([n:7][cH:8][c:9]([C:25]#[N:26])[c:10]2[NH:11][c:12]2[cH:13][cH:14][c:15]([O:18][c:19]3[cH:20][cH:21][cH:22][cH:23][cH:24]3)[cH:16][cH:17]2)[cH:27]1.[c:29]1([B:35]([OH:36])[OH:37])[cH:30][cH:31][cH:32][cH:33][cH:34]1>>[NH:2]([c:3]1[c:4]([CH3:28])[c:5]2[n:6]([n:7][cH:8][c:9]([C:25]#[N:26])[c:10]2[NH:11][c:12]2[cH:13][cH:14][c:15]([O:18][c:19]3[cH:20][cH:21][cH:22][cH:23][cH:24]3)[cH:16][cH:17]2)[cH:27]1)[c:29]1[cH:30][cH:31][cH:32][cH:33][cH:34]1.